This data is from the Open Reaction Database (ORD), a public repository of structured organic reaction records. The task is: describe an organic reaction: reactants, conditions, products, and yield Reactants: 4-N, [OH-].[Na+] (sodium hydroxide), ClC(=O)OCC1=CC=CC=C1 (benzyl chloroformate), Cl.C(C1=CC=CC=C1)NCC(=O)O (N-Benzylglycine hydrochloride), 2-N, [OH-].[Na+] (sodium hydroxide). Run at temperature -5 celsius, time 2 hour. Product: C(C1=CC=CC=C1)N(CC(=O)O)C(=O)OCC1=CC=CC=C1 (N-benzyl-N-benzyloxycarbonyl-glycine). Reaction SMILES: Cl.[CH2:2]([NH:9][CH2:10][C:11]([OH:13])=[O:12])[C:3]1[CH:8]=[CH:7][CH:6]=[CH:5][CH:4]=1.[OH-].[Na+].Cl[C:17]([O:19][CH2:20][C:21]1[CH:26]=[CH:25][CH:24]=[CH:23][CH:22]=1)=[O:18]>>[CH2:2]([N:9]([C:17]([O:19][CH2:20][C:21]1[CH:26]=[CH:25][CH:24]=[CH:23][CH:22]=1)=[O:18])[CH2:10][C:11]([OH:13])=[O:12])[C:3]1[CH:8]=[CH:7][CH:6]=[CH:5][CH:4]=1 |f:0.1,2.3|. Reported procedure: N-Benzylglycine hydrochloride was taken up in 2-N sodium hydroxide and the mixture was stirred at -5° C. while 4-N sodium hydroxide and benzyl chloroformate were simultaneously added dropwise. The mixture was stirred in the cold for 2 hours and then stirred at room temperature for 0.5 hour. Excess benzyl chloroformate was removed by extraction with ether. The aqueous layer was cooled to -5° C. and acidified with concentrated hydrochloric acid. The mixture was stirred in the cold for 1 hour, then...